This data is from the Open Reaction Database (ORD), a public repository of structured organic reaction records. The task is: describe an organic reaction: reactants, conditions, products, and yield Starting materials: NCC1CCCCC1, NCCc1ccc(Cl)cc1, O=C(O)c1ccccc1CN1C(=O)C2(COc3cc4c(cc32)CCO4)c2ccccc21, O=C(O)c1cccc(CN2C(=O)C3(COc4cc5c(cc43)CCO5)c3ccccc32)c1. The product is O=C(NCCc1ccc(Cl)cc1)c1ccccc1CN1C(=O)C2(COc3cc4c(cc32)CCO4)c2ccccc21. Reaction SMILES: [CH:11]1([CH2:12][NH2:13])[CH2:14][CH2:15][CH2:16][CH2:17][CH2:18]1.[Cl:1][c:2]1[cH:3][cH:4][c:5]([CH2:8][CH2:9][NH2:10])[cH:6][cH:7]1.[O:19]=[C:20]1[N:21]([CH2:40][c:41]2[c:42]([C:43](=[O:44])[OH:45])[cH:46][cH:47][cH:48][cH:49]2)[c:22]2[cH:23][cH:24][cH:25][cH:26][c:27]2[C:28]12[c:29]1[c:30]([cH:33][c:34]3[c:38]([cH:39]1)[CH2:37][CH2:36][O:35]3)[O:31][CH2:32]2.[O:50]=[C:51]1[C:52]2([CH2:53][O:54][c:55]3[cH:56][c:57]4[c:58]([cH:59][c:60]32)[CH2:61][CH2:62][O:63]4)[c:64]2[c:65]([cH:66][cH:67][cH:68][cH:69]2)[N:70]1[CH2:71][c:72]1[cH:73][c:74]([C:78]([OH:79])=[O:80])[cH:75][cH:76][cH:77]1>>[Cl:1][c:2]1[cH:3][cH:4][c:5]([CH2:8][CH2:9][NH:10][C:43]([c:42]2[c:41]([CH2:40][N:21]3[C:20](=[O:19])[C:28]4([c:27]5[c:22]3[cH:23][cH:24][cH:25][cH:26]5)[c:29]3[c:30]([cH:33][c:34]5[c:38]([cH:39]3)[CH2:37][CH2:36][O:35]5)[O:31][CH2:32]4)[cH:49][cH:48][cH:47][cH:46]2)=[O:44])[cH:6][cH:7]1. RXN SMILES: [Br:1][c:2]1[c:3]([F:11])[c:4]([CH3:10])[c:5]([F:9])[c:6]([F:8])[cH:7]1.[C-:12]#[N:13].[CH3:16][N:17]1[CH2:18][CH2:19][CH2:20][C:21]1=[O:22].[Cl-:14].[ClH:15].[OH2:23]>>[c:2]1([C:12]#[N:13])[c:3]([F:11])[c:4]([CH3:10])[c:5]([F:9])[c:6]([F:8])[cH:7]1. The reactants are Cc1c(F)c(F)cc(Br)c1F, [C-]#N, CN1CCCC1=O, [Cl-], Cl, O. Yields the product Cc1c(F)c(F)cc(C#N)c1F. Reactants: FC1=CC=C(CC2(CC(CCC2)NC(=O)C=2C=C3C(=NN(C3=CC2)C(C2=CC=CC=C2)(C2=CC=CC=C2)C2=CC=CC=C2)C2=CC(=NC=C2)C)C(=O)OC)C=C1 (methyl 1-(4-fluorobenzyl)-3-(3-(2-methylpyridin-4-yl)-1-trityl-1H-indazole-5-carboxamido)cyclohexanecarboxylate), FC(C(=O)O)(F)F (trifluoroacetic acid), C(C)[SiH](CC)CC (triethylsilane). Conditions: time 15 minute. Yields the product FC1=CC=C(CC2(CC(CCC2)NC(=O)C=2C=C3C(=NNC3=CC2)C2=CC(=NC=C2)C)C(=O)OC)C=C1 (methyl 1-(4-fluorobenzyl)-3-(3-(2-methylpyridin-4-yl)-1H-indazole-5-carboxamido)cyclohexanecarboxylate). Reaction SMILES: [F:1][C:2]1[CH:56]=[CH:55][C:5]([CH2:6][C:7]2([C:51]([O:53][CH3:54])=[O:52])[CH2:12][CH2:11][CH2:10][CH:9]([NH:13][C:14]([C:16]3[CH:17]=[C:18]4[C:22](=[CH:23][CH:24]=3)[N:21](C(C3C=CC=CC=3)(C3C=CC=CC=3)C3C=CC=CC=3)[N:20]=[C:19]4[C:44]3[CH:49]=[CH:48][N:47]=[C:46]([CH3:50])[CH:45]=3)=[O:15])[CH2:8]2)=[CH:4][CH:3]=1.FC(F)(F)C(O)=O.C([SiH](CC)CC)C>>[F:1][C:2]1[CH:56]=[CH:55][C:5]([CH2:6][C:7]2([C:51]([O:53][CH3:54])=[O:52])[CH2:12][CH2:11][CH2:10][CH:9]([NH:13][C:14]([C:16]3[CH:17]=[C:18]4[C:22](=[CH:23][CH:24]=3)[NH:21][N:20]=[C:19]4[C:44]3[CH:49]=[CH:48][N:47]=[C:46]([CH3:50])[CH:45]=3)=[O:15])[CH2:8]2)=[CH:4][CH:3]=1. Reported procedure: In a flask, methyl 1-(4-fluorobenzyl)-3-(3-(2-methylpyridin-4-yl)-1-trityl-1H-indazole-5-carboxamido)cyclohexanecarboxylate (230 mg, 0.31 mmol) was reacted with trifluoroacetic acid (3 mL) for 1 hour. After reaction completion triethylsilane (0.1 mL) was added, and the reaction was stirred for an additional 15 minutes. The reaction was concentrated and rinsed with diethyl ether. The crude product was progressed to the next step without further purification. Reactants: C(N)(=O)C=1C=CC=2C(C3=CC(=CC=C3S(C2C1)(=O)=O)C)=O (3-Carbamoyl-7-Methylthioxanthone-10,10-dioxide), S(=O)(Cl)Cl (thionyl chloride), ice water. Solvent: CN(C=O)C (dimethyl formamide). Conditions: temperature -10 celsius, time 2 hour. Product: C(#N)C=1C=CC=2C(C3=CC(=CC=C3S(C2C1)(=O)=O)C)=O (3-Cyano-7-methylthioxanthone-10,10-dioxide). Reaction SMILES: [C:1]([C:4]1[CH:5]=[CH:6][C:7]2[C:8](=[O:21])[C:9]3[C:14]([S:15](=[O:19])(=[O:18])[C:16]=2[CH:17]=1)=[CH:13][CH:12]=[C:11]([CH3:20])[CH:10]=3)(=O)[NH2:2].S(Cl)(Cl)=O>CN(C)C=O>[C:1]([C:4]1[CH:5]=[CH:6][C:7]2[C:8](=[O:21])[C:9]3[C:14]([S:15](=[O:18])(=[O:19])[C:16]=2[CH:17]=1)=[CH:13][CH:12]=[C:11]([CH3:20])[CH:10]=3)#[N:2]. Procedure details: The amide (0.79 g) of Example 21 was added to a mixture of dimethyl formamide (100 ml) and thionyl chloride (2.0 ml) at -10° C., and stirred at -10° C. for 2 hrs. The mixture was poured on to ice-water and the precipitated product filtered off and washed with water, recrystallised from dimethylformamide, and dried at 155° C./15 mm. Hg, m.p. 290° C. (decomposes). Starting materials: COC(CCC1=C(C=C(C=C1)OC1=CC(=CC(=C1)F)Br)C)=O (3-[4-(3-bromo-5-fluoro-phenoxy)-2-methyl-phenyl]-propionic acid methyl ester), ClC1=CC(=C(C=C1)O)OC1=CC=CC=C1 (4-chloro-2-phenoxy-phenol). Product: ClC1=CC(=C(OC=2C=C(OC3=CC(=C(C=C3)CCC(=O)O)C)C=C(C2)F)C=C1)OC1=CC=CC=C1 (3-{4-[3-(4-Chloro-2-phenoxy-phenoxy)-5-fluoro-phenoxy]-2-methyl-phenyl}-propionic acid). As a reaction SMILES: C[O:2][C:3](=[O:22])[CH2:4][CH2:5][C:6]1[CH:11]=[CH:10][C:9]([O:12][C:13]2[CH:18]=[C:17]([F:19])[CH:16]=[C:15](Br)[CH:14]=2)=[CH:8][C:7]=1[CH3:21].[Cl:23][C:24]1[CH:29]=[CH:28][C:27]([OH:30])=[C:26]([O:31][C:32]2[CH:37]=[CH:36][CH:35]=[CH:34][CH:33]=2)[CH:25]=1>>[Cl:23][C:24]1[CH:29]=[CH:28][C:27]([O:30][C:15]2[CH:14]=[C:13]([CH:18]=[C:17]([F:19])[CH:16]=2)[O:12][C:9]2[CH:10]=[CH:11][C:6]([CH2:5][CH2:4][C:3]([OH:2])=[O:22])=[C:7]([CH3:21])[CH:8]=2)=[C:26]([O:31][C:32]2[CH:37]=[CH:36][CH:35]=[CH:34][CH:33]=2)[CH:25]=1. Procedure details: The title compound is prepared by reacting the compound of 3-[4-(3-bromo-5-fluoro-phenoxy)-2-methyl-phenyl]-propionic acid methyl ester with 4-chloro-2-phenoxy-phenol as in Example 18 to afford 0.118 g (22%). 1H NMR (400 MHz, CDCl3); MS (ES+) m/z mass calculated for C28H22O5ClF 492, found 493 and 495 (M+1 and M+3). Reported procedure: Into a 8-mL vial purged and maintained with an inert atmosphere of nitrogen, was placed [3-chloro-5-(2-methylphenyl)-1,2-thiazol-4-yl]methanol (80 mg, 0.33 mmol, 1.00 equiv), ethyl 3-(2-ethyl-4-hydroxyphenyl)propanoate (89.17 mg, 0.40 mmol, 1.20 equiv), ADDP (210.87 mg, 0.84 mmol, 2.52 equiv), n-Bu3P (101.42 mg), Tol (1.5 mL). The resulting solution was stirred overnight at 60° C. in an oil bath. The resulting mixture was concentrated under vacuum. The residue was applied onto a silica gel colum... RXN SMILES: [Cl:1][C:2]1[C:6]([CH2:7][OH:8])=[C:5]([C:9]2[CH:14]=[CH:13][CH:12]=[CH:11][C:10]=2[CH3:15])[S:4][N:3]=1.[CH2:16]([C:18]1[CH:23]=[C:22](O)[CH:21]=[CH:20][C:19]=1[CH2:25][CH2:26][C:27]([O:29][CH2:30][CH3:31])=[O:28])[CH3:17].C1CCN(C(N=NC(N2CCCCC2)=O)=O)CC1.P(CCCC)(CCCC)CCCC>>[Cl:1][C:2]1[C:6]([CH2:7][O:8][C:22]2[CH:21]=[CH:20][C:19]([CH2:25][CH2:26][C:27]([O:29][CH2:30][CH3:31])=[O:28])=[C:18]([CH2:16][CH3:17])[CH:23]=2)=[C:5]([C:9]2[CH:14]=[CH:13][CH:12]=[CH:11][C:10]=2[CH3:15])[S:4][N:3]=1. Product: ClC1=NSC(=C1COC1=CC(=C(C=C1)CCC(=O)OCC)CC)C1=C(C=CC=C1)C (Ethyl 3-(4-[[3-chloro-5-(2-methylphenyl)-1,2-thiazol-4-yl]methoxy]-2-ethylphenyl)propanoate). Starting materials: ClC1=NSC(=C1CO)C1=C(C=CC=C1)C ([3-chloro-5-(2-methylphenyl)-1,2-thiazol-4-yl]methanol), P(CCCC)(CCCC)CCCC (n-Bu3P), C(C)C1=C(C=CC(=C1)O)CCC(=O)OCC (ethyl 3-(2-ethyl-4-hydroxyphenyl)propanoate), C1CCN(CC1)C(=O)N=NC(=O)N2CCCCC2 (ADDP). Conditions: temperature 60 celsius, time 8 hour.